From a dataset of the Open Reaction Database (ORD), a public repository of structured organic reaction records. describe an organic reaction: reactants, conditions, products, and yield Starting materials: C1=CC=CC=2SC3=CC=CC=C3C(C12)C(=O)O (9-Thioxanthenylcarboxylic acid), N[C@@H]1CN(CC1)CCC1=CC=CC=C1 ((S)-3-amino-1-(2-phenylethyl)pyrrolidine). Product: C1(=CC=CC=C1)CCN1C[C@H](CC1)NC(=O)C1C2=CC=CC=C2SC=2C=CC=CC12 ((S)-N-(1-(2-phenylethyl)pyrrolidin-3-yl)-9-thioxanthenylcarboxamide). RXN SMILES: [CH:1]1[C:14]2[CH:13]([C:15]([OH:17])=O)[C:12]3[C:7](=[CH:8][CH:9]=[CH:10][CH:11]=3)[S:6][C:5]=2[CH:4]=[CH:3][CH:2]=1.[NH2:18][C@H:19]1[CH2:23][CH2:22][N:21]([CH2:24][CH2:25][C:26]2[CH:31]=[CH:30][CH:29]=[CH:28][CH:27]=2)[CH2:20]1>>[C:26]1([CH2:25][CH2:24][N:21]2[CH2:22][CH2:23][C@H:19]([NH:18][C:15]([CH:13]3[C:14]4[CH:1]=[CH:2][CH:3]=[CH:4][C:5]=4[S:6][C:7]4[C:12]3=[CH:11][CH:10]=[CH:9][CH:8]=4)=[O:17])[CH2:20]2)[CH:27]=[CH:28][CH:29]=[CH:30][CH:31]=1. Procedure details: 9-Thioxanthenylcarboxylic acid and (S)-3-amino-1-(2-phenylethyl)pyrrolidine were reacted under the same conditions as in Example 23 to give (S)-N-(1-(2-phenylethyl)pyrrolidin-3-yl)-9-thioxanthenylcarboxamide.